describe an organic reaction: reactants, conditions, products, and yield From a dataset of the Open Reaction Database (ORD), a public repository of structured organic reaction records. Starting materials: CN1CCOCC1 (N-methylmorpholine), C(CC)N1C(=O)N(C(=O)C(=C1N)N)CCC (1,3-di-n-propyl-5,6-diaminouracil), C1C(CCC2=CC=CC=C12)C(=O)O (1,2,3,4-tetrahydro-2-naphthoic acid), O1CCCC1 (tetrahydrofuran), ClC(=O)OCC(C)C (isobutyl chloroformate). Run in C(C)OCC (diethyl ether). Yields the product NC1=C(C(C(C(C1CCC)=O)CCC)=O)NC(=O)C1CC2=CC=CC=C2CC1 (1,2,3,4-tetrahydronaphthalene-2-carboxylic acid (2-amino-4,6-dioxo-3,5-dipropylcyclohex-1-enyl)amide). Reaction SMILES: [CH2:1]1[C:10]2[C:5](=[CH:6][CH:7]=[CH:8][CH:9]=2)[CH2:4][CH2:3][CH:2]1[C:11]([OH:13])=O.C[N:15]1[CH2:20][CH2:19][O:18]CC1.ClC(O[CH2:25][CH:26](C)[CH3:27])=O.C(N1[C:39]([NH2:40])=[C:38](N)[C:36](=[O:37])N(CCC)C1=O)CC.O1[CH2:49][CH2:48][CH2:47][CH2:46]1>C(OCC)C>[NH2:40][C:39]1[CH:38]([CH2:25][CH2:26][CH3:27])[C:36](=[O:37])[CH:46]([CH2:47][CH2:48][CH3:49])[C:19](=[O:18])[C:20]=1[NH:15][C:11]([CH:2]1[CH2:3][CH2:4][C:5]2[C:10](=[CH:9][CH:8]=[CH:7][CH:6]=2)[CH2:1]1)=[O:13]. Procedure: Dissolve 1,2,3,4-tetrahydro-2-naphthoic acid (1.0 g, 5.67 mmol) in tetrahydrofuran (40 ml). Add N-methylmorpholine (0.62 ml, 5.67 mmol) and cool to -20° C. Add isobutyl chloroformate (0.73 ml, 5.67 mmol) and stir for 25 minutes. Then add 1,3-di-n-propyl-5,6-diaminouracil (1.28 g, 5.67 mmol, in 5 ml dimethylformamide) and stir the reaction for 5 hours at -20° C. Warm the reaction to room temperature and dilute with diethyl ether (300 ml). Separate the layers and rinse the organic layer with satur... The reactants are C(C)(=O)NC1=C(C=CC=C1)OS(=O)(=O)C1=CC=C(C=C1)C (toluene-4-sulfonic acid 2-acetylamino-phenyl ester), C(C)N(CC#C)CC (diethyl-prop-2-ynyl-amine). Procedure: This product was prepared from toluene-4-sulfonic acid 2-acetylamino-phenyl ester and diethyl-prop-2-ynyl-amine following the general procedure for the Sonogashira cross-coupling process described above. Chromatography eluent: heptane/EtOAc 8:2; yield (73 mg, 60%); 1H NMR δ (CDCl3): 8.47 (d, J=8.52 Hz, 1H), 7.93 (br s, 1H), 7.36 (dm, 1H), 7.31-7.23 (m, 1H), 7.02 (t, J=7.24 Hz, 1H), 3.54 (s, 2H), 2.62 (q, J=7.13 Hz, 4H), 2.21 (s, 3H), 1.11 (t, J=7.11 Hz, 6H); LCMS m/z: 244. Solvent: CCCCCCC.CCOC(=O)C (heptane EtOAc). Reaction SMILES: [C:1]([NH:4][C:5]1[CH:10]=[CH:9][CH:8]=[CH:7][C:6]=1OS(C1C=CC(C)=CC=1)(=O)=O)(=[O:3])[CH3:2].[CH2:22]([N:24]([CH2:28][CH3:29])[CH2:25][C:26]#[CH:27])[CH3:23]>CCCCCCC.CCOC(C)=O>[CH2:22]([N:24]([CH2:28][CH3:29])[CH2:25][C:26]#[C:27][C:6]1[CH:7]=[CH:8][CH:9]=[CH:10][C:5]=1[NH:4][C:1](=[O:3])[CH3:2])[CH3:23] |f:2.3|. The product is C(C)N(CC#CC1=C(C=CC=C1)NC(C)=O)CC (N-[2-(3-Diethylamino-prop-1-ynyl)-phenyl]-acetamide).